From a dataset of the Open Reaction Database (ORD), a public repository of structured organic reaction records. describe an organic reaction: reactants, conditions, products, and yield Starting materials: CC(CCO)CCCC(C)C (3,7-dimethyl-1-octanol), S(=O)(Cl)Cl (thionyl chloride). The solvent is N1=CC=CC=C1 (pyridine). Conditions: temperature -3 celsius. Yields the product ClCCC(CCCC(C)C)C (1-Chloro-3,7-dimethyloctane). Reaction SMILES: [CH3:1][CH:2]([CH2:6][CH2:7][CH2:8][CH:9]([CH3:11])[CH3:10])[CH2:3][CH2:4]O.S(Cl)([Cl:14])=O>N1C=CC=CC=1>[Cl:14][CH2:4][CH2:3][CH:2]([CH3:1])[CH2:6][CH2:7][CH2:8][CH:9]([CH3:11])[CH3:10]. Procedure details: 275 ml (1.46 mol) of 3,7-dimethyl-1-octanol were placed in a 1 l four-neck round-bottom flask fitted with dropping funnel, low-temperature condenser and magnetic stirrer bar and cooled to −3° C. 0.7 ml of pyridine were then added and 129 ml (1.77 mol, 1.2 eq) of thionyl chloride were added dropwise at such a rate that the temperautre did not exceed 15° C. (75 minutes). The HCl gas formed was trapped in Ca(OH)2/water in a wash bottle. The mixture was then heated to 130° C. over a period of 40 min... The reactants are C(C=C)OC(=O)N1C(CCCC1)C(=O)OC (1-allyloxycarbonyl-2-methoxycarbonylpiperidine), [H-].C(C(C)C)[Al+]CC(C)C (diisobutylaluminum hydride), C1(=CC=CC=C1)C (toluene), Cl (hydrochloric acid), O (water). Run in C(C)(=O)OCC (ethyl acetate). Conditions: temperature -70 celsius, time 30 minute. Product: C(C=C)OC(=O)N1C(CCCC1)C=C(C(C)=O)C (1-allyloxycarbonyl-2-(2-methyl-3-oxo-1-butenyl)piperidine). RXN SMILES: [CH2:1]([O:4][C:5]([N:7]1[CH2:12][CH2:11][CH2:10][CH2:9][CH:8]1[C:13](OC)=O)=[O:6])[CH:2]=[CH2:3].[H-].C([Al+]CC(C)C)C(C)C.Cl.[OH2:28].[C:29]1([CH3:35])C=CC=[CH:31][CH:30]=1>C(OCC)(=O)C>[CH2:1]([O:4][C:5]([N:7]1[CH2:12][CH2:11][CH2:10][CH2:9][CH:8]1[CH:13]=[C:30]([CH3:31])[C:29](=[O:28])[CH3:35])=[O:6])[CH:2]=[CH2:3] |f:1.2|. Procedure details: To a solution of 1-allyloxycarbonyl-2-methoxycarbonylpiperidine (10 g) in toluene (60 ml) was added dropwise diisobutylaluminum hydride (1M solution in toluene) (57 ml) at -70° C. After stirring at -70° C. for 30 minutes, the reaction mixture was poured into a mixture of concentrated hydrochloric acid (25 ml) and water (100 ml) at 5° C. After stirring at 5° C. for 15 minutes, the organic layer was separated, washed in turn with 1N hydrochloric acid (20 ml), 25% potassium sodium tartrate (20 ml) ... Starting materials: C[O-], CO, ClCc1ccccn1, Cl, [Na+], O, O=c1c2ccccc2nc(S)n1-c1ccccc1. Product: O=c1c2ccccc2nc(SCc2ccccn2)n1-c1ccccc1. As a reaction SMILES: [CH3:1][O-:2].[CH3:32][OH:33].[Cl:5][CH2:6][c:7]1[n:8][cH:9][cH:10][cH:11][cH:12]1.[ClH:4].[Na+:3].[OH2:31].[SH:13][c:14]1[n:15][c:16]2[cH:17][cH:18][cH:19][cH:20][c:21]2[c:22](=[O:30])[n:23]1-[c:24]1[cH:25][cH:26][cH:27][cH:28][cH:29]1>>[CH2:6]([c:7]1[n:8][cH:9][cH:10][cH:11][cH:12]1)[S:13][c:14]1[n:15][c:16]2[cH:17][cH:18][cH:19][cH:20][c:21]2[c:22](=[O:30])[n:23]1-[c:24]1[cH:25][cH:26][cH:27][cH:28][cH:29]1.